From a dataset of the Open Reaction Database (ORD), a public repository of structured organic reaction records. describe an organic reaction: reactants, conditions, products, and yield Starting materials: BrC=1C=C2C(=NC1)N(C=C2[C@H](C)C2=C(C(=CC=C2Cl)F)Cl)C(=O)[C@H](CC(C)C)NC(CC2C1=CC=CC=C1C=1C=CC=CC21)=O (N—((S)-1-{5-bromo-3-[(S)-1-(2,6-dichloro-3-fluorophenyl)ethyl]pyrrolo[2,3-b]pyridine-1-carbonyl}-3-methylbutyl)-2-(9H-fluoren-9-yl)-acetamide), [OH-].[Na+] (NaOH), [Li+].[OH-] (LiOH), C(C)OC(CN1N=CC(=C1)B1OC(C(O1)(C)C)(C)C)=O ([4-(4,4,5,5-tetramethyl[1,3,2]dioxaborolan-2-yl)pyrazol-1-yl]-acetic acid ethyl ester), [F-].[K+] (potassium fluoride), Cl (HCl). The reagents and catalysts are C=1C=CC(=CC1)[P](C=2C=CC=CC2)(C=3C=CC=CC3)[Pd]([P](C=4C=CC=CC4)(C=5C=CC=CC5)C=6C=CC=CC6)([P](C=7C=CC=CC7)(C=8C=CC=CC8)C=9C=CC=CC9)[P](C=1C=CC=CC1)(C=1C=CC=CC1)C=1C=CC=CC1 (Pd(PPh3)4). Solvent: C1CCOC1 (THF), O1CCOCC1.O (dioxane H2O). Reaction conditions: temperature 0 celsius, time 1 hour. The product is ClC1=C(C(=CC=C1F)Cl)[C@@H](C)C1=CNC2=NC=C(C=C21)C=2C=NN(C2)CC(=O)O ((4-{3-[(S)-1-(2,6-Dichloro-3-fluorophenyl)ethyl]-1H-pyrrolo[2,3-b]pyridin-5-yl}-pyrazol-1-yl)-acetic acid). Reaction SMILES: Br[C:2]1[CH:3]=[C:4]2[C:10]([C@@H:11]([C:13]3[C:18]([Cl:19])=[CH:17][CH:16]=[C:15]([F:20])[C:14]=3[Cl:21])[CH3:12])=[CH:9][N:8](C([C@@H](NC(=O)CC3C4C=CC=CC=4C4C3=CC=CC=4)CC(C)C)=O)[C:5]2=[N:6][CH:7]=1.[OH-].[Na+].C([O:50][C:51](=[O:67])[CH2:52][N:53]1[CH:57]=[C:56](B2OC(C)(C)C(C)(C)O2)[CH:55]=[N:54]1)C.[F-].[K+].[Li+].[OH-].Cl>C1COCC1.C1C=CC([P]([Pd]([P](C2C=CC=CC=2)(C2C=CC=CC=2)C2C=CC=CC=2)([P](C2C=CC=CC=2)(C2C=CC=CC=2)C2C=CC=CC=2)[P](C2C=CC=CC=2)(C2C=CC=CC=2)C2C=CC=CC=2)(C2C=CC=CC=2)C2C=CC=CC=2)=CC=1.O1CCOCC1.O>[Cl:21][C:14]1[C:15]([F:20])=[CH:16][CH:17]=[C:18]([Cl:19])[C:13]=1[C@H:11]([C:10]1[C:4]2[C:5](=[N:6][CH:7]=[C:2]([C:56]3[CH:55]=[N:54][N:53]([CH2:52][C:51]([OH:67])=[O:50])[CH:57]=3)[CH:3]=2)[NH:8][CH:9]=1)[CH3:12] |f:1.2,4.5,6.7,11.12,^1:81,83,102,121|. Reported procedure: A mixture of N—((S)-1-{5-bromo-3-[(S)-1-(2,6-dichloro-3-fluorophenyl)ethyl]pyrrolo[2,3-b]pyridine-1-carbonyl}-3-methylbutyl)-2-(9H-fluoren-9-yl)-acetamide (150.0 mg, 0.212 mmol) and aq 5M NaOH (0.42 mL, 1.1 mmol) in THF (5 mL) was cooled to 0° C. and stirred for 1 h. The organic solvent was removed in vacuo, and the material was transferred to a separatory funnel, extracting with DCM and water. The organic layer was concentrated in vacuo, and [4-(4,4,5,5-tetramethyl[1,3,2]dioxaborolan-2-yl)pyraz...